Dataset: the Open Reaction Database (ORD), a public repository of structured organic reaction records. Task: describe an organic reaction: reactants, conditions, products, and yield Starting materials: C=C(C)CC(C)(N)c1ccc(F)c(Br)c1, O=C(N=C=S)c1ccccc1, C1CCOC1, ClCCl. The product is C=C(C)CC(C)(NC(=S)NC(=O)c1ccccc1)c1ccc(F)c(Br)c1. RXN SMILES: [Br:1][c:2]1[cH:3][c:4]([C:9]([CH3:10])([CH2:11][C:12](=[CH2:13])[CH3:14])[NH2:15])[cH:5][cH:6][c:7]1[F:8].[C:16]([c:17]1[cH:18][cH:19][cH:20][cH:21][cH:22]1)(=[O:23])[N:24]=[C:25]=[S:26].[CH2:30]1[O:31][CH2:32][CH2:33][CH2:34]1.[Cl:27][CH2:28][Cl:29]>>[Br:1][c:2]1[cH:3][c:4]([C:9]([CH3:10])([CH2:11][C:12](=[CH2:13])[CH3:14])[NH:15][C:25]([NH:24][C:16]([c:17]2[cH:18][cH:19][cH:20][cH:21][cH:22]2)=[O:23])=[S:26])[cH:5][cH:6][c:7]1[F:8]. The reactants are [H-].[Al+3].[Li+].[H-].[H-].[H-] (lithium aluminum hydride), C(=O)N[C@H]1CC2CC[C@H]3[C@@H]4CC[C@H]([C@@H](CCCC(C)C)C)[C@]4(CC[C@@H]3[C@]2(CC1)C)C (N-formyl-3α-aminocholestane), [H-].[Al+3].[Li+].[H-].[H-].[H-] (lithium aluminum hydride), S(=O)(=O)([O-])[O-].[Na+].[Na+] (sodium sulfate), CCOCC (Ether). The solvent is O1CCCC1 (tetrahydrofuran). The product is CN[C@H]1CC2CC[C@H]3[C@@H]4CC[C@H]([C@@H](CCCC(C)C)C)[C@]4(CC[C@@H]3[C@]2(CC1)C)C (3α-Methylaminocholestane). Yield: 94.0%. Reaction SMILES: [CH:1]([NH:3][C@@H:4]1[CH2:28][CH2:27][C@@:26]2([CH3:29])[CH:6]([CH2:7][CH2:8][C@@H:9]3[C@@H:25]2[CH2:24][CH2:23][C@@:22]2([CH3:30])[C@H:10]3[CH2:11][CH2:12][C@@H:13]2[C@H:14]([CH3:21])[CH2:15][CH2:16][CH2:17][CH:18]([CH3:20])[CH3:19])[CH2:5]1)=O.[H-].[Al+3].[Li+].[H-].[H-].[H-].S([O-])([O-])(=O)=O.[Na+].[Na+].CCOCC>O1CCCC1>[CH3:1][NH:3][C@@H:4]1[CH2:28][CH2:27][C@@:26]2([CH3:29])[CH:6]([CH2:7][CH2:8][C@@H:9]3[C@@H:25]2[CH2:24][CH2:23][C@@:22]2([CH3:30])[C@H:10]3[CH2:11][CH2:12][C@@H:13]2[C@H:14]([CH3:21])[CH2:15][CH2:16][CH2:17][CH:18]([CH3:20])[CH3:19])[CH2:5]1 |f:1.2.3.4.5.6,7.8.9|. Procedure details: 3α-Aminocholestane (2.00 g, 5.15 mmol) was dissolved in 98-100% formic acid (10 ml) and acetic anhydride (3.6 ml) was added under ice cooling. After the mixture was stirred for 18 hours at room temperature, the precipitated solid was filtered off and recrystallized from methanol to obtain N-formyl-3α-aminocholestane (1.14 g, yield=53%). The N-formyl-3α-aminocholestane was dissolved in tetrahydrofuran (50 ml) and lithium aluminum hydride (415 mg) was added. The mixture was heated under reflux for... The reactants are ClCCl, CC(=O)Cl, CCN(C(C)C)C(C)C, COc1cc2c(Oc3ccc4[nH]c(C)cc4c3F)ncnc2cc1OCC1CCNCC1. RXN SMILES: [CH2:46]([Cl:47])[Cl:48].[CH3:42][C:43]([Cl:44])=[O:45].[CH:33]([N:34]([CH:35]([CH3:36])[CH3:37])[CH2:38][CH3:39])([CH3:40])[CH3:41].[F:1][c:2]1[c:3]2[cH:4][c:5]([CH3:32])[nH:6][c:7]2[cH:8][cH:9][c:10]1[O:11][c:12]1[n:13][cH:14][n:15][c:16]2[cH:17][c:18]([O:24][CH2:25][CH:26]3[CH2:27][CH2:28][NH:29][CH2:30][CH2:31]3)[c:19]([O:22][CH3:23])[cH:20][c:21]12>>[F:1][c:2]1[c:3]2[cH:4][c:5]([CH3:32])[nH:6][c:7]2[cH:8][cH:9][c:10]1[O:11][c:12]1[n:13][cH:14][n:15][c:16]2[cH:17][c:18]([O:24][CH2:25][CH:26]3[CH2:27][CH2:28][N:29]([C:43]([CH3:42])=[O:45])[CH2:30][CH2:31]3)[c:19]([O:22][CH3:23])[cH:20][c:21]12. Yields the product COc1cc2c(Oc3ccc4[nH]c(C)cc4c3F)ncnc2cc1OCC1CCN(C(C)=O)CC1. Starting materials: Cc1ccc(S(=O)(=O)OCC2Cc3cc(-c4ccccc4)cc(-c4ccccc4C)c3O2)cc1, CN, Cl. Product: CNCC1Cc2cc(-c3ccccc3)cc(-c3ccccc3C)c2O1. RXN SMILES: [CH3:2][c:3]1[c:4](-[c:9]2[cH:10][c:11](-[c:30]3[cH:31][cH:32][cH:33][cH:34][cH:35]3)[cH:12][c:13]3[c:17]2[O:16][CH:15]([CH2:18][O:19][S:20]([c:21]2[cH:22][cH:23][c:24]([CH3:25])[cH:26][cH:27]2)(=[O:28])=[O:29])[CH2:14]3)[cH:5][cH:6][cH:7][cH:8]1.[CH3:36][NH2:37].[ClH:1]>>[CH3:2][c:3]1[c:4](-[c:9]2[cH:10][c:11](-[c:30]3[cH:31][cH:32][cH:33][cH:34][cH:35]3)[cH:12][c:13]3[c:17]2[O:16][CH:15]([CH2:18][NH:37][CH3:36])[CH2:14]3)[cH:5][cH:6][cH:7][cH:8]1. The reactants are CC(=O)OC1(C(C)=O)CCC2C3C4OC4C4=CC(=O)OCC4(C)C3CCC21C, Cl, C1CCOC1, O. Yields the product CC(=O)OC1(C(C)=O)CCC2C3C(O)C(Cl)C4=CC(=O)OCC4(C)C3CCC21C. As a reaction SMILES: [C:2]([CH3:3])(=[O:4])[O:5][C:6]1([C:7]([CH3:8])=[O:9])[CH2:10][CH2:11][CH:12]2[CH:13]3[CH:14]4[CH:15]([C:16]5=[CH:17][C:18](=[O:28])[O:19][CH2:20][C:21]5([CH3:22])[CH:23]3[CH2:24][CH2:25][C:26]12[CH3:27])[O:29]4.[ClH:1].[O:31]1[CH2:32][CH2:33][CH2:34][CH2:35]1.[OH2:30]>>[Cl:1][CH:15]1[CH:14]([OH:29])[CH:13]2[CH:12]3[CH2:11][CH2:10][C:6]([O:5][C:2]([CH3:3])=[O:4])([C:7]([CH3:8])=[O:9])[C:26]3([CH3:27])[CH2:25][CH2:24][CH:23]2[C:21]2([CH3:22])[C:16]1=[CH:17][C:18](=[O:28])[O:19][CH2:20]2. The reactants are [OH-].[Na+] (sodium hydroxide), C(C)(=O)N1C(=O)C(=O)C2=CC=CC=C12 (N-acetylisatin). Solvent: O (water). Product: C(=O)(O)C1=CC(NC2=CC=CC=C12)=O (4-carboxycarbostyril). The yield is 77.6%. As a reaction SMILES: [OH-:1].[Na+].[C:3]([N:6]1[C:16]2[C:11](=[CH:12][CH:13]=[CH:14][CH:15]=2)[C:9](=O)[C:7]1=[O:8])(=[O:5])[CH3:4]>O>[C:7]([C:9]1[C:11]2[C:16](=[CH:15][CH:14]=[CH:13][CH:12]=2)[NH:6][C:3](=[O:5])[CH:4]=1)([OH:1])=[O:8] |f:0.1|. Procedure details: To a solution containing 30 g of sodium hydroxide in 1.5 liter of water was added 58 g of the above-mentioned N-acetylisatin and the mixture was refluxed for 1 hour. Then the reaction mixture was cooled a certain extent, then activated carbon was added and further refluxed for 30 minutes. The activated carbon was removed from the reaction mixture by filtration while the mixture being hot, and the mother liquor was cooled, then 6N-hydrochloric acid was added to the mother liquor to adjust the pH ...